Dataset: the Open Reaction Database (ORD), a public repository of structured organic reaction records. Task: describe an organic reaction: reactants, conditions, products, and yield Reactants: C(C)(C)N1N=CC=C1C1=C(CCOC1)CO ((5-(1-isopropyl-1H-pyrazol-5-yl)-3,6-dihydro-2H-pyran-4-yl)methanol), BrP(C1=CC=CC=C1)(C1=CC=CC=C1)(C1=CC=CC=C1)Br (dibromotriphenylphosphorane). Solvent: C(Cl)Cl (DCM), C(Cl)Cl (DCM). Run at time 30 minute. Yields the product BrCC1=C(COCC1)C1=CC=NN1C(C)C (5-(4-(bromomethyl)-5,6-dihydro-2H-pyran-3-yl)-1-isopropyl-1H-pyrazole). The yield is 93.5%. RXN SMILES: [CH:1]([N:4]1[C:8]([C:9]2[CH2:14][O:13][CH2:12][CH2:11][C:10]=2[CH2:15]O)=[CH:7][CH:6]=[N:5]1)([CH3:3])[CH3:2].[Br:17]P(Br)(C1C=CC=CC=1)(C1C=CC=CC=1)C1C=CC=CC=1>C(Cl)Cl>[Br:17][CH2:15][C:10]1[CH2:11][CH2:12][O:13][CH2:14][C:9]=1[C:8]1[N:4]([CH:1]([CH3:3])[CH3:2])[N:5]=[CH:6][CH:7]=1. Procedure details: To a solution of (5-(1-isopropyl-1H-pyrazol-5-yl)-3,6-dihydro-2H-pyran-4-yl)methanol (300 mg, 1.35 mmol) in DCM (5 mL) was added dibromotriphenylphosphorane (630 mg, 1.35 mmol) at room temperature, after stirring for 30 min, it was diluted with DCM, organic layer was washed with Sat. NaHCO3, brine, dried and concentrated to give crude product, which was purified by column(Hexanes/EtOAc=4:1) to give 5-(4-(bromomethyl)-5,6-dihydro-2H-pyran-3-yl)-1-isopropyl-1H-pyrazole (360 mg).